This data is from the Open Reaction Database (ORD), a public repository of structured organic reaction records. The task is: describe an organic reaction: reactants, conditions, products, and yield Starting materials: O=C([C@H](CC1=CC=CC=C1)NC(OC(C)(C)C)=O)NC1=CC(=NO1)C1=CC=NC=C1 ((S)-tert-butyl 1-oxo-3-phenyl-1-(3-(pyridin-4-yl)isoxazol-5-ylamino)propan-2-ylcarbamate), C(=O)(C(F)(F)F)O (TFA). The solvent is C(Cl)Cl (CH2Cl2). Reaction conditions: time 3 hour. The product is N[C@H](C(=O)NC1=CC(=NO1)C1=CC=NC=C1)CC1=CC=CC=C1 ((S)-2-Amino-3-phenyl-N-(3-(pyridin-4-yl)isoxazol-5-yl)propanamide). The yield is 81.1%. RXN SMILES: [O:1]=[C:2]([NH:19][C:20]1[O:24][N:23]=[C:22]([C:25]2[CH:30]=[CH:29][N:28]=[CH:27][CH:26]=2)[CH:21]=1)[C@@H:3]([NH:11]C(=O)OC(C)(C)C)[CH2:4][C:5]1[CH:10]=[CH:9][CH:8]=[CH:7][CH:6]=1.C(O)(C(F)(F)F)=O>C(Cl)Cl>[NH2:11][C@@H:3]([CH2:4][C:5]1[CH:6]=[CH:7][CH:8]=[CH:9][CH:10]=1)[C:2]([NH:19][C:20]1[O:24][N:23]=[C:22]([C:25]2[CH:26]=[CH:27][N:28]=[CH:29][CH:30]=2)[CH:21]=1)=[O:1]. Procedure details: To a 25 ml flask was added (S)-tert-butyl 1-oxo-3-phenyl-1-(3-(pyridin-4-yl)isoxazol-5-ylamino)propan-2-ylcarbamate 3.3B (160 mg, 0.40 mmoles), 10 ml of CH2Cl2, and 5 ml of TFA. The reaction was stirred at room temperature for 3 hour at which time the solvent was removed with a stream of nitrogen. The crude material was then partitioned between 200 ml of DCM and 100 ml of saturated sodium bicarbonate. The organic solvent was removed by rotary evaporation to give (S)-2-amino-3-phenyl-N-(3-(pyridi... Reactants: FC(OC=1C=C(C=O)C=CC1)(F)F (3-(trifluoromethoxy)benzaldehyde), CC(C)(C)[S@](=O)N ((S)-2-methylpropane-2-sulfinamide). The reagents and catalysts are S(=O)(=O)([O-])[O-].[Cu+2] (copper (II) sulfate). The solvent is ClCCl (dichloromethane). Reaction conditions: time 8 hour. Yields the product FC(OC=1C=C(C=CC1)\C=N\[S@@](=O)C(C)(C)C)(F)F ((S)-2-methyl-propane-2-sulfinic acid 1-(3-trifluoromethoxy-phenyl)-meth-(E)-ylideneamide). The yield is 69.8%. Reaction SMILES: [F:1][C:2]([F:13])([F:12])[O:3][C:4]1[CH:5]=[C:6]([CH:9]=[CH:10][CH:11]=1)[CH:7]=O.[CH3:14][C:15]([S@@:18]([NH2:20])=[O:19])([CH3:17])[CH3:16]>ClCCl.S([O-])([O-])(=O)=O.[Cu+2]>[F:1][C:2]([F:13])([F:12])[O:3][C:4]1[CH:5]=[C:6](/[CH:7]=[N:20]/[S@:18]([C:15]([CH3:17])([CH3:16])[CH3:14])=[O:19])[CH:9]=[CH:10][CH:11]=1 |f:3.4|. Reported procedure: In a 50 ml round-bottomed flask, 3-(trifluoromethoxy)benzaldehyde (400 mg, 2.1 mmol) was dissolved in dichloromethane (12 ml) and (S)-2-methylpropane-2-sulfinamide (281 mg, 2.31 mmol) and anhydrous copper (II) sulfate (739 mg, 4.63 mmol) were added. The reaction mixture was stirred at room temperature overnight then filtered through a glass microfiber filter, rinsing with dichloromethane. The filtrate was concentrated and the residue was chromatographed over silica gel with EtOAc/hexanes (gradie... Starting materials: N(C(=O)N)C(CC)P(O)(O)=O (1-ureidopropyl-phosphonic acid), NC(=O)N (urea), P(OCCCl)(OCCCl)OCCCl (tris(2-chloroethyl) phosphite), C(C)C(C=O)CCCC (2-ethylhexaldehyde). The solvent is O (water). The product is C(C)C(C(NC(=O)N)P(O)(O)=O)CCCC (2-Ethyl-1-ureidohexylphosphonic acid). Reaction SMILES: [NH2:1][C:2]([NH2:4])=[O:3].[P:5]([O:14]CCCl)([O:10]CCCl)[O:6]CCCl.[CH2:18]([CH:20]([CH2:23][CH2:24][CH2:25][CH3:26])[CH:21]=O)[CH3:19].N(C(P(=O)(O)O)CC)C(N)=O>O>[CH2:18]([CH:20]([CH2:23][CH2:24][CH2:25][CH3:26])[CH:21]([P:5](=[O:6])([OH:10])[OH:14])[NH:1][C:2]([NH2:4])=[O:3])[CH3:19]. Reported procedure: This compound is prepared from urea, tris(2-chloroethyl) phosphite, 2-ethylhexaldehyde, and water under conditions similar to those used for the preparation of 1-ureidopropyl-phosphonic acid in Example 4. The product is obtained as a white solid: mp 206° C dec; 31P nmr (CD3SOCD3) -23.2 ppm; 1H nmr δ8.5 (broad, 4, HO and NH2), 6.2 (d, 1, J = 8Hz, NH), 4.3 (d, of d, 1, J = 8 and 20Hz, PCH), 1.3 and 0.9 (m, 15); acidity 2.00 equiv/mole, pK1 = 3.50, pK2 = 9.08. The reactants are BrC=1C=C(C(=NC1)NCCN1CCCC1)N (5-bromo-N2-(2-pyrrolidin-1-yl-ethyl)-pyridine-2,3-diamine), C(=O)([O-])[O-].[K+].[K+] (K2CO3). Run in C(=O)O (formic acid). The product is BrC=1C=C2C(=NC1)N(C=N2)CCN2CCCC2 (6-bromo-3-(2-pyrrolidin-1-yl-ethyl)-3H-imidazo[4,5-b]pyridine). RXN SMILES: [Br:1][C:2]1[CH:3]=[C:4]([NH2:16])[C:5]([NH:8][CH2:9][CH2:10][N:11]2[CH2:15][CH2:14][CH2:13][CH2:12]2)=[N:6][CH:7]=1.[C:17]([O-])([O-])=O.[K+].[K+]>C(O)=O>[Br:1][C:2]1[CH:3]=[C:4]2[N:16]=[CH:17][N:8]([CH2:9][CH2:10][N:11]3[CH2:15][CH2:14][CH2:13][CH2:12]3)[C:5]2=[N:6][CH:7]=1 |f:1.2.3|. Reported procedure: A solution of 470 mg (1.65 mmol) 5-bromo-N2-(2-pyrrolidin-1-yl-ethyl)-pyridine-2,3-diamine in 10 mL formic acid is refluxed for 1.5 h. The mixture is made alkaline with saturated K2CO3 solution and extracted with 40 mL EtOAc. The organic phase is dried over Na2SO4 and the solvent is eliminated i.vac. Starting materials: CCCCCCCCCCCCS (dodecylthiol), C=CC1=CC=CC=C1 (styrene), C(C=C)(=O)OCCCC (butyl acrylate), C(C=C)(=O)OCCC(=O)O (β-carboxyethyl acrylate), C(C=C)(=O)OC(CCCCCCCCC)OC(C=C)=O (decanediol diacrylate), CCCCCCCCCCCCS (dodecylthiol), S(=O)(=O)([O-])OOS(=O)(=O)[O-].[NH4+].[NH4+] (ammonium persulfate). Solvent: O (water), O (water), O (water). Conditions: time 2 hour. Yields the product C=CC1=CC=CC=C1.C(C=C)(=O)OCCCC.C(C=C)(=O)OCCC(=O)O (styrene BA β-CEA). RXN SMILES: S(OOS([O-])(=O)=O)([O-])(=O)=O.[NH4+].[NH4+].[CH2:13]=[CH:14][C:15]1[CH:20]=[CH:19][CH:18]=[CH:17][CH:16]=1.[C:21]([O:25][CH2:26][CH2:27][CH2:28][CH3:29])(=[O:24])[CH:22]=[CH2:23].[C:30]([O:34][CH2:35][CH2:36][C:37]([OH:39])=[O:38])(=[O:33])[CH:31]=[CH2:32].C(OC(OC(=O)C=C)CCCCCCCCC)(=O)C=C.CCCCCCCCCCCCS>O>[CH2:13]=[CH:14][C:15]1[CH:20]=[CH:19][CH:18]=[CH:17][CH:16]=1.[C:21]([O:25][CH2:26][CH2:27][CH2:28][CH3:29])(=[O:24])[CH:22]=[CH2:23].[C:30]([O:34][CH2:35][CH2:36][C:37]([OH:39])=[O:38])(=[O:33])[CH:31]=[CH2:32] |f:0.1.2,9.10.11|. Reported procedure: For comparison, a poly(styrene/BA/β-CEA) polymer was prepared. An aqueous solution of DOWFAX surfactant (0.68 g) in 514 g of deionized water was heated to 76° C., and an initiator solution of 8.1 g of ammonium persulfate in 45 g of deionized water was added. A second aqueous solution of 10.8 g DOWFAX, 257 g deionized water was prepared, and a monomer solution of 418.5 g styrene, 123 g butyl acrylate (BA), 16.2 g of β-carboxyethyl acrylate (β-CEA), 1.89 g decanediol diacrylate (ADOD) and 5.94 g d... Reactants: C(C)(=O)[N+]1(CCC(CC1)=C1C2=C(CCC=3C1=NC(=CC3)C)C=C(C=C2)Cl)[O-] (1-acetyl-4-(8-chloro-5,6-dihydro-2-methyl-11 H-benzo[5,6]cyclohepta[1,2-b]pyridin-11-ylidene)piperidine N-oxide), N1=C(C=CC=C1)CC(=O)N1CCC(CC1)=C1C2=C(CCC=3C1=NC=CC3)C=C(C=C2)Cl (1-(2-pyridylacetyl)-4-(8-chloro-5,6-dihydro-11 H-benzo[5,6]cyclohepta[1,2-b]pyridin-11-ylidene)piperidine). Yields the product C(C)(=O)N1CCC(CC1)=C1C2=C(CCC=3C1=NC(=CC3)C)C=C(C=C2)Cl (1-acetyl-4-(8-chloro-5,6-dihydro-2-methyl-11 H-benzo[5,6]cyclohepta[1,2-b]pyridin-11-ylidene)piperidine). Reaction SMILES: [C:1]([N+:4]1([O-])[CH2:9][CH2:8][C:7](=[C:10]2[C:16]3=[N:17][C:18]([CH3:21])=[CH:19][CH:20]=[C:15]3[CH2:14][CH2:13][C:12]3[CH:22]=[C:23]([Cl:26])[CH:24]=[CH:25][C:11]2=3)[CH2:6][CH2:5]1)(=[O:3])[CH3:2].N1C=CC=CC=1CC(N1CCC(=C2C3=NC=CC=C3CCC3C=C(Cl)C=CC2=3)CC1)=O>>[C:1]([N:4]1[CH2:9][CH2:8][C:7](=[C:10]2[C:16]3=[N:17][C:18]([CH3:21])=[CH:19][CH:20]=[C:15]3[CH2:14][CH2:13][C:12]3[CH:22]=[C:23]([Cl:26])[CH:24]=[CH:25][C:11]2=3)[CH2:6][CH2:5]1)(=[O:3])[CH3:2]. Procedure: 1-acetyl-4-(8-chloro-5,6-dihydro-2-methyl-11 H-benzo[5,6]cyclohepta[1,2-b]pyridin-11-ylidene)piperidine N-oxide ie., ##STR10## 1-(2-pyridylacetyl)-4-(8-chloro-5,6-dihydro-11 H-benzo[5,6]cyclohepta[1,2-b]pyridin-11-ylidene)piperidine; The reactants are O=C([O-])C(F)(F)F, O=C=Nc1ccccc1, Cc1ccc(S(=O)(=O)NCC[N+]23CCC(CC2)C(OC(=O)C(O)(c2ccccc2)c2ccccc2)C3)cc1. Yields the product O=C([O-])C(F)(F)F, O=C(NCC[N+]12CCC(CC1)C(OC(=O)C(O)(c1ccccc1)c1ccccc1)C2)Nc1ccccc1. RXN SMILES: [F:1][C:2]([C:3](=[O:4])[O-:5])([F:6])[F:7].[O:46]=[C:47]=[N:48][c:49]1[cH:50][cH:51][cH:52][cH:53][cH:54]1.[OH:8][C:9]([C:10](=[O:11])[O:12][CH:13]1[CH2:14][N+:15]2([CH2:21][CH2:22][NH:23][S:24]([c:25]3[cH:26][cH:27][c:28]([CH3:29])[cH:30][cH:31]3)(=[O:32])=[O:33])[CH2:16][CH2:17][CH:18]1[CH2:19][CH2:20]2)([c:34]1[cH:35][cH:36][cH:37][cH:38][cH:39]1)[c:40]1[cH:41][cH:42][cH:43][cH:44][cH:45]1>>[F:1][C:2]([C:3](=[O:4])[O-:5])([F:6])[F:7].[OH:8][C:9]([C:10](=[O:11])[O:12][CH:13]1[CH2:14][N+:15]2([CH2:21][CH2:22][NH:23][C:47](=[O:46])[NH:48][c:49]3[cH:50][cH:51][cH:52][cH:53][cH:54]3)[CH2:16][CH2:17][CH:18]1[CH2:19][CH2:20]2)([c:34]1[cH:35][cH:36][cH:37][cH:38][cH:39]1)[c:40]1[cH:41][cH:42][cH:43][cH:44][cH:45]1. Reactants: CCOCC (Et2O), Cl (HCl), OC=1C=NC=C(C1)C12CCCN2CCC1 (7a-(3-Hydroxy-5-pyridinyl)-hexahydro-1H-pyrrolizine). Solvent: C(Cl)Cl (methylene chloride). Product: Cl.OC=1C=NC=C(C1)C12CCCN2CCC1 (7a-(3-hydroxy-5-pyridinyl)-hexahydro-1H-pyrrolizine hydrochloride salt). Yield: 91.0%. As a reaction SMILES: [OH:1][C:2]1[CH:3]=[N:4][CH:5]=[C:6]([C:8]23[CH2:15][CH2:14][CH2:13][N:12]2[CH2:11][CH2:10][CH2:9]3)[CH:7]=1.CCOCC.[ClH:21]>C(Cl)Cl>[ClH:21].[OH:1][C:2]1[CH:3]=[N:4][CH:5]=[C:6]([C:8]23[CH2:9][CH2:10][CH2:11][N:12]2[CH2:13][CH2:14][CH2:15]3)[CH:7]=1 |f:4.5|. Procedure: 7a-(3-Hydroxy-5-pyridinyl)-hexahydro-1H-pyrrolizine (150 mg, 0.56 mmol, from step 16c) was dissolved in methylene chloride, and Et2O saturated with HCl (g) was added. The solvent was removed, and the solid was dried to afford the title compound as a white powder (114 mg, 91%): mp 175°-180° C. (dec.); 1H NMR D2O, 300 MHz) δ2.11-2.63 (m, 8H), 3.35-3.44 (m, 2H), 3.80-3.89 (m, 2H), 7.66 (dd, J=2.4, 2.0 Hz, 1H), 8.23 (d, J=2.4 Hz, 1H), 8.29 (d, J=2.0 Hz, 1H); MS (CI/NH3) m/z: 205 (M+H)+. Anal. Calcd ... As a reaction SMILES: [BrH:11].[CH:1]1([CH:4]([OH:5])[c:6]2[s:7][cH:8][cH:9][cH:10]2)[CH2:2][CH2:3]1>>[CH:1]([CH2:2][CH2:3][Br:11])=[CH:4][c:6]1[s:7][cH:8][cH:9][cH:10]1. Product: BrCCC=Cc1cccs1. Starting materials: Br, OC(c1cccs1)C1CC1.